From a dataset of the Open Reaction Database (ORD), a public repository of structured organic reaction records. describe an organic reaction: reactants, conditions, products, and yield The reactants are FC1=C(NC2=CC=C(C(=C12)C(F)(F)F)C#N)C (3-fluoro-2-methyl-4-(trifluoromethyl)-1H-indole-5-carbonitrile), ClCC1=NOC(=N1)C1=CC(=CC=C1)C(F)(F)F (3-(chloromethyl)-5-[3-(trifluoromethyl)phenyl]-1,2,4-oxadiazole). Product: FC1=C(N(C2=CC=C(C(=C12)C(F)(F)F)C#N)CC1=NOC(=N1)C1=CC(=CC=C1)C(F)(F)F)C (3-Fluoro-2-methyl-4-(trifluoromethyl)-1-({5-[3-(trifluoromethyl)phenyl]-1,2,4-oxadiazol-3-yl}methyl)-1H-indole-5-carbonitrile). As a reaction SMILES: [F:1][C:2]1[C:10]2[C:5](=[CH:6][CH:7]=[C:8]([C:15]#[N:16])[C:9]=2[C:11]([F:14])([F:13])[F:12])[NH:4][C:3]=1[CH3:17].Cl[CH2:19][C:20]1[N:24]=[C:23]([C:25]2[CH:30]=[CH:29][CH:28]=[C:27]([C:31]([F:34])([F:33])[F:32])[CH:26]=2)[O:22][N:21]=1>>[F:1][C:2]1[C:10]2[C:5](=[CH:6][CH:7]=[C:8]([C:15]#[N:16])[C:9]=2[C:11]([F:13])([F:12])[F:14])[N:4]([CH2:19][C:20]2[N:24]=[C:23]([C:25]3[CH:30]=[CH:29][CH:28]=[C:27]([C:31]([F:34])([F:32])[F:33])[CH:26]=3)[O:22][N:21]=2)[C:3]=1[CH3:17]. Reported procedure: Synthesized as described in Example 23 from 3-fluoro-2-methyl-4-(trifluoromethyl)-1H-indole-5-carbonitrile and 3-(chloromethyl)-5-[3-(trifluoromethyl)phenyl]-1,2,4-oxadiazole: MS (ES) m/z 469 (M+1).